Dataset: the Open Reaction Database (ORD), a public repository of structured organic reaction records. Task: describe an organic reaction: reactants, conditions, products, and yield The reactants are C(=S)(Cl)Cl (thiophosgene), C(C1=CC=CC=C1)ON1C(C(=NC2=CC(=C(C=C12)C(F)(F)F)N1C=NC=C1)NN)=O (1-benzyloxy-3-hydrazino-6-(1H-imidazol-1-yl)-7-trifluoromethylquinoxalin-2(1H)-one), 2h. Solvent: O1CCCC1 (tetrahydrofuran), O1CCCC1 (tetrahydrofuran), CN(C=O)C (N,N-dimethylformamide). Product: C(C1=CC=CC=C1)ON1C(C=2N(C3=CC(=C(C=C13)C(F)(F)F)N1C=NC=C1)C(NN2)=S)=O (5-Benzyloxy-8-(1H-imidazol-1-yl)-1-thioxo-7-trifluoromethyl[1,2,4]triazolo[4,3-a]quinoxalin-4(5H)-one). Yield: 51.1%. Reaction SMILES: [C:1](Cl)(Cl)=[S:2].[CH2:5]([O:12][N:13]1[C:22]2[C:17](=[CH:18][C:19]([N:27]3[CH:31]=[CH:30][N:29]=[CH:28]3)=[C:20]([C:23]([F:26])([F:25])[F:24])[CH:21]=2)[N:16]=[C:15]([NH:32][NH2:33])[C:14]1=[O:34])[C:6]1[CH:11]=[CH:10][CH:9]=[CH:8][CH:7]=1>O1CCCC1.CN(C)C=O>[CH2:5]([O:12][N:13]1[C:22]2[C:17](=[CH:18][C:19]([N:27]3[CH:31]=[CH:30][N:29]=[CH:28]3)=[C:20]([C:23]([F:24])([F:25])[F:26])[CH:21]=2)[N:16]2[C:1](=[S:2])[NH:33][N:32]=[C:15]2[C:14]1=[O:34])[C:6]1[CH:7]=[CH:8][CH:9]=[CH:10][CH:11]=1. Procedure: A solution of thiophosgene (1.1 ml, 14 mmol) in 10 ml of dry tetrahydrofuran was added dropwise to a stirred solution of 2.91 g (7 mmol) of 1-benzyloxy-3-hydrazino-6-(1H-imidazol-1-yl)-7-trifluoromethylquinoxalin-2(1H)-one in a mixture of 100 ml of dry tetrahydrofuran and 25 ml of dry N,N-dimethylformamide at 0° C. The mixture was stirred for 2h at 0° C. and evaporated to dryness. The solid residue was suspended in 100 ml of water, neutralized with solid sodium hydrogen carbonate and filtered. R... Reactants: C1CCOC1, CN(C)CCCNC(=O)c1cccc(-c2ccc(CSCCOc3ccccc3)cc2)c1, CN(C)CCCN, O=C(O)c1ccccc1-c1cccc(CSCCOc2ccccc2)c1. As a reaction SMILES: [CH2:66]1[O:67][CH2:68][CH2:69][CH2:70]1.[CH3:1][N:2]([CH2:3][CH2:4][CH2:5][NH:6][C:7]([c:8]1[cH:9][c:10](-[c:11]2[cH:12][cH:13][c:14]([CH2:15][S:16][CH2:17][CH2:18][O:19][c:20]3[cH:21][cH:22][cH:23][cH:24][cH:25]3)[cH:26][cH:27]2)[cH:28][cH:29][cH:30]1)=[O:31])[CH3:32].[CH3:59][N:60]([CH3:61])[CH2:62][CH2:63][CH2:64][NH2:65].[O:33]([c:34]1[cH:35][cH:36][cH:37][cH:38][cH:39]1)[CH2:40][CH2:41][S:42][CH2:43][c:44]1[cH:45][c:46](-[c:50]2[c:51]([C:56](=[O:57])[OH:58])[cH:52][cH:53][cH:54][cH:55]2)[cH:47][cH:48][cH:49]1>>[CH3:1][N:2]([CH2:3][CH2:4][CH2:5][NH:6][C:56]([c:51]1[c:50](-[c:46]2[cH:45][c:44]([CH2:43][S:42][CH2:41][CH2:40][O:33][c:34]3[cH:35][cH:36][cH:37][cH:38][cH:39]3)[cH:49][cH:48][cH:47]2)[cH:55][cH:54][cH:53][cH:52]1)=[O:57])[CH3:32]. Yields the product CN(C)CCCNC(=O)c1ccccc1-c1cccc(CSCCOc2ccccc2)c1. Reactants: OCCN1C(=NC2=C1C=CC=C2)CN2N=NC1=C2C=CC=C1 (1-[1-(2-Hydroxylethyl)-1-H-benzimidazol-2-ylmethyl)-1H-benzotriazole), C(C)(C)N(CC)C(C)C (Diisopropylethylamine), CS(=O)(=O)Cl (methanesulfonyl chloride). Run in C(Cl)Cl (methylene chloride). Run at temperature 0 celsius, time 1 hour. Product: CS(=O)(=O)OCCN1C(=NC2=C1C=CC=C2)CN2N=NC1=C2C=CC=C1 (Methanesulfonic acid, 2-(2-benzotriazol-1-ylmethyl-benzimidazol-1-yl)-ethyl Ester). Isolated yield 58.3%. As a reaction SMILES: [OH:1][CH2:2][CH2:3][N:4]1[C:8]2[CH:9]=[CH:10][CH:11]=[CH:12][C:7]=2[N:6]=[C:5]1[CH2:13][N:14]1[C:18]2[CH:19]=[CH:20][CH:21]=[CH:22][C:17]=2[N:16]=[N:15]1.C(N(C(C)C)CC)(C)C.[CH3:32][S:33](Cl)(=[O:35])=[O:34]>C(Cl)Cl>[CH3:32][S:33]([O:1][CH2:2][CH2:3][N:4]1[C:8]2[CH:9]=[CH:10][CH:11]=[CH:12][C:7]=2[N:6]=[C:5]1[CH2:13][N:14]1[C:18]2[CH:19]=[CH:20][CH:21]=[CH:22][C:17]=2[N:16]=[N:15]1)(=[O:35])=[O:34]. Reported procedure: 1-[1-(2-Hydroxylethyl)-1-H-benzimidazol-2-ylmethyl)-1H-benzotriazole (300 mg, 1.02 mmol) was suspended in anhydrous methylene chloride and cooled to 0° C. with an ice bath. Diisopropylethylamine (0.36 ml, 2.05 mmol) and methanesulfonyl chloride (0.16 mL, 2.05 mmol) were slowly added. The reaction was stirred at 0° C. for 1 hour during which the solution became clear. The solvent was stripped under vacuum, and the residue was purified by flash chromatography (EtOAc) to give 221 mg (58%) of the ti... Reactants: FC1=C(C=C(C=N1)C1=CC[C@H](CC1)N1C(OC(C1C1=CC=CC=C1)(C)C)=O)C1=NC=CC=N1 (3-((S)-4-(6-fluoro-5-(pyrimidin-2-yl)pyridin-3-yl)cyclohex-3-en-1-yl)-5,5-dimethyl-4-phenyloxazolidin-2-one), FC(S(=O)(=O)OC1=CC[C@@H](CC1)N1C(OC(C1C1=CC=CC=C1)(C)C)=O)(F)F ((4R)-4-(5,5-dimethyl-2-oxo-4-phenyloxazolidin-3-yl)cyclohex-1-en-1-yl trifluoromethanesulfonate), FC(S(=O)(=O)OC1=CC[C@H](CC1)N1C(OC(C1C1=CC=CC=C1)(C)C)=O)(F)F ((4S)-4-(5,5-dimethyl-2-oxo-4-phenyloxazolidin-3-yl)cyclohex-1-en-1-yl trifluoromethanesulfonate), FC(S(=O)(=O)OC1=CC[C@H](CC1)N1C(OC(C1C1=CC=CC=C1)(C)C)=O)(F)F ((4S)-4-(5,5-dimethyl-2-oxo-4-phenyloxazolidin-3-yl)cyclohex-1-en-1-yl trifluoromethanesulfonate), FC1=NC=C(C=C1C1=NC=CC=N1)B1OC(C(O1)(C)C)(C)C (2-(2-fluoro-5-(4,4,5,5-tetramethyl-1,3,2-dioxaborolan-2-yl)pyridin-3-yl)pyrimidine), FC1=NC=C(C=C1C1=NC=CC=N1)B1OC(C(O1)(C)C)(C)C (2-(2-fluoro-5-(4,4,5,5-tetramethyl-1,3,2-dioxaborolan-2-yl)pyridin-3-yl)pyrimidine), C([O-])([O-])=O.[Na+].[Na+] (sodium carbonate). Reagents/catalysts: C=1C=CC(=CC1)[P](C=2C=CC=CC2)(C=3C=CC=CC3)[Pd]([P](C=4C=CC=CC4)(C=5C=CC=CC5)C=6C=CC=CC6)([P](C=7C=CC=CC7)(C=8C=CC=CC8)C=9C=CC=CC9)[P](C=1C=CC=CC1)(C=1C=CC=CC1)C=1C=CC=CC1 (tetrakis(triphenylphosphine)palladium(0)). Run in O1CCOCC1 (Dioxane). Conditions: temperature 100 celsius, time 1 hour. Product: FC1=C(C=C(C=N1)C1=CC[C@@H](CC1)N1C(OC(C1C1=CC=CC=C1)(C)C)=O)C1=NC=CC=N1 (3-((R)-4-(6-fluoro-5-(pyrimidin-2-yl)pyridin-3-yl)cyclohex-3-en-1-yl)-5,5-dimethyl-4-phenyloxazolidin-2-one). The yield is 47.8%. Reaction SMILES: FC(F)(F)S(OC1CC[C@@H](N2C(C3C=CC=CC=3)C(C)(C)OC2=O)CC=1)(=O)=O.FC(F)(F)S(OC1CC[C@H](N2C(C3C=CC=CC=3)C(C)(C)OC2=O)CC=1)(=O)=O.FC1C(C2N=CC=CN=2)=CC(B2OC(C)(C)C(C)(C)O2)=CN=1.C(=O)([O-])[O-].[Na+].[Na+].[F:85][C:86]1[N:91]=[CH:90][C:89]([C:92]2[CH2:97][CH2:96][C@H:95]([N:98]3[CH:102]([C:103]4[CH:108]=[CH:107][CH:106]=[CH:105][CH:104]=4)[C:101]([CH3:110])([CH3:109])[O:100][C:99]3=[O:111])[CH2:94][CH:93]=2)=[CH:88][C:87]=1[C:112]1[N:117]=[CH:116][CH:115]=[CH:114][N:113]=1>C1C=CC([P]([Pd]([P](C2C=CC=CC=2)(C2C=CC=CC=2)C2C=CC=CC=2)([P](C2C=CC=CC=2)(C2C=CC=CC=2)C2C=CC=CC=2)[P](C2C=CC=CC=2)(C2C=CC=CC=2)C2C=CC=CC=2)(C2C=CC=CC=2)C2C=CC=CC=2)=CC=1.O1CCOCC1>[F:85][C:86]1[N:91]=[CH:90][C:89]([C:92]2[CH2:97][CH2:96][C@@H:95]([N:98]3[CH:102]([C:103]4[CH:108]=[CH:107][CH:106]=[CH:105][CH:104]=4)[C:101]([CH3:110])([CH3:109])[O:100][C:99]3=[O:111])[CH2:94][CH:93]=2)=[CH:88][C:87]=1[C:112]1[N:113]=[CH:114][CH:115]=[CH:116][N:117]=1 |f:3.4.5,^1:121,123,142,161|. Procedure details: A microwave vial was charged with a mixture of (4R)-4-(5,5-dimethyl-2-oxo-4-phenyloxazolidin-3-yl)cyclohex-1-en-1-yl trifluoromethanesulfonate and (4S)-4-(5,5-dimethyl-2-oxo-4-phenyloxazolidin-3-yl)cyclohex-1-en-1-yl trifluoromethanesulfonate (Intermediate M) (730 mg, 1.741 mmol), 2-(2-fluoro-5-(4,4,5,5-tetramethyl-1,3,2-dioxaborolan-2-yl)pyridin-3-yl)pyrimidine (Intermediate H) (577 mg, 1.915 mmol), sodium carbonate (2 M, 2.611 mL, 5.22 mmol), and tetrakis(triphenylphosphine)palladium(0) (201 m... The reactants are C([O-])([O-])=O.[Na+].[Na+] (sodium carbonate), CS(=O)(=O)O (methanesulphonic acid), CN(C)CC1=CC=C(O1)CO (5-[(dimethylamino)methyl]-2-furanmethanol), NCCCO (3-amino-1-propanol). Run in C(C)(=O)OCC (ethyl acetate), O1CCCC1 (tetrahydrofuran). Reaction conditions: time 20 minute. Yields the product NCCCOCC1=CC=C(O1)CN(C)C (5-[(3-Aminopropoxy)methyl]-N,N-dimethyl-2-furanmethanamine). Yield: 43.4%. Reaction SMILES: CS(O)(=O)=O.[CH3:6][N:7]([CH2:9][C:10]1[O:14][C:13]([CH2:15][OH:16])=[CH:12][CH:11]=1)[CH3:8].[NH2:17][CH2:18][CH2:19][CH2:20]O.C(=O)([O-])[O-].[Na+].[Na+]>O1CCCC1.C(OCC)(=O)C>[NH2:17][CH2:18][CH2:19][CH2:20][O:16][CH2:15][C:13]1[O:14][C:10]([CH2:9][N:7]([CH3:6])[CH3:8])=[CH:11][CH:12]=1 |f:3.4.5|. Procedure details: To a stirred solution of methanesulphonic acid (18 ml) in dry tetrahydrofuran (40 ml) kept at room temperature was added, with stirring, a mixture of 5-[(dimethylamino)methyl]-2-furanmethanol (4.65 g) and 3-amino-1-propanol (6.75 g). After 3 days the suspension was heated on a steam bath for 30 mins. Excess anhydrous sodium carbonate and ethyl acetate (100 ml) were added and the heating continued for 20 mins. The hot suspension was filtered and the residue washed with hot ethyl acetate (3×50 ml)... Reactants: C(C)(C)(C)OC(=O)N1CC(C1)C(=O)O (1-tert-Butyloxycarbonyl-azetidine-3-carboxylic acid), C(C(=O)Cl)(=O)Cl (oxalyl chloride). Reagents/catalysts: CN(C=O)C (N,N-dimethylformamide). The solvent is ClCCl (dichloromethane). Run at time 1.5 hour. The product is C(C)(C)(C)OC(=O)N1CC(C1)C(=O)Cl (1-tert-butyloxycarbonyl-azetidine-3-carbonyl chloride). RXN SMILES: [C:1]([O:5][C:6]([N:8]1[CH2:11][CH:10]([C:12]([OH:14])=O)[CH2:9]1)=[O:7])([CH3:4])([CH3:3])[CH3:2].C(Cl)(=O)C([Cl:18])=O>ClCCl.CN(C)C=O>[C:1]([O:5][C:6]([N:8]1[CH2:11][CH:10]([C:12]([Cl:18])=[O:14])[CH2:9]1)=[O:7])([CH3:4])([CH3:3])[CH3:2]. Reported procedure: 1-tert-Butyloxycarbonyl-azetidine-3-carboxylic acid (345 mg) in dry dichloromethane (10 ml) was treated with oxalyl chloride (254 mg; 0.175 ml) and N,N-dimethylformamide (1 drop). The solution was stirred for 1.5 hours, and then the solvent was removed by evaporation under reduced pressure. The residue was dissolved in toluene (10 ml), and the toluene was evaporation under reduced pressure to give 1-tert-butyloxycarbonyl-azetidine-3-carbonyl chloride as a colourless oil. The oil was dissolved in... Reactants: Brc1c(-c2ccncc2)[nH]c2cccnc12, Cc1ccccc1, CCO, [Cl-], [NH4+], [Na+], [Na+], O=C([O-])[O-], Cc1cccc(B(O)O)c1. Yields the product Cc1cccc(-c2c(-c3ccncc3)[nH]c3cccnc23)c1. As a reaction SMILES: [Br:1][c:2]1[c:3](-[c:11]2[cH:12][cH:13][n:14][cH:15][cH:16]2)[nH:4][c:5]2[c:6]1[n:7][cH:8][cH:9][cH:10]2.[CH3:35][c:36]1[cH:37][cH:38][cH:39][cH:40][cH:41]1.[CH3:42][CH2:43][OH:44].[Cl-:33].[NH4+:34].[Na+:17].[Na+:18].[O-:19][C:20](=[O:21])[O-:22].[c:23]1([CH3:32])[cH:24][c:25]([B:29]([OH:30])[OH:31])[cH:26][cH:27][cH:28]1>>[c:2]1(-[c:25]2[cH:24][c:23]([CH3:32])[cH:28][cH:27][cH:26]2)[c:3](-[c:11]2[cH:12][cH:13][n:14][cH:15][cH:16]2)[nH:4][c:5]2[c:6]1[n:7][cH:8][cH:9][cH:10]2.